Dataset: the Open Reaction Database (ORD), a public repository of structured organic reaction records. Task: describe an organic reaction: reactants, conditions, products, and yield Starting materials: O (water), N (ammonia), OCC1=NN2C(N=C(C=C2S)C)=N1 (2-hydroxymethyl-7-mercapto-5-methyl-s-triazolo[1,5-a]pyrimidine), CC(=O)OCC1=C(N2[C@@H]([C@@H](C2=O)N)SC1)C(=O)O (7-aminocephalosporanic acid). The solvent is C(C)#N (acetonitrile). Run at temperature 50 celsius, time 2 hour. The product is 18.5, NC1[C@@H]2N(C(=C(CS2)CSC2=CC(=NC=3N2N=C(N3)CO)C)C(=O)O)C1=O (7-amino-3-[(2-hydroxymethyl-5-methyl-s-triazolo[1,5-a]pyrimidin-7-yl)thiomethyl]-3-cephem-4-carboxylic acid). Reaction SMILES: [OH:1][CH2:2][C:3]1[N:13]=[C:6]2[N:7]=[C:8]([CH3:12])[CH:9]=[C:10]([SH:11])[N:5]2[N:4]=1.CC(O[CH2:18][C:19]1[CH2:28][S:27][C@@H:22]2[C@H:23]([NH2:26])[C:24](=[O:25])[N:21]2[C:20]=1[C:29]([OH:31])=[O:30])=O.O.N>C(#N)C>[NH2:26][CH:23]1[C:24](=[O:25])[N:21]2[C:20]([C:29]([OH:31])=[O:30])=[C:19]([CH2:18][S:11][C:10]3[N:5]4[N:4]=[C:3]([CH2:2][OH:1])[N:13]=[C:6]4[N:7]=[C:8]([CH3:12])[CH:9]=3)[CH2:28][S:27][C@H:22]12. Reported procedure: In 130 ml of acetonitrile were suspended 11.08 g of 2-hydroxymethyl-7-mercapto-5-methyl-s-triazolo[1,5-a]pyrimidine and 15.38 g of 7-aminocephalosporanic acid, and 24.6 ml of boron trifluoride - ethyl ether complex was added thereto and the mixture was stirred at 50° C. for 2 hours. After the reaction mixture was ice-cooled, 300 ml of water was added thereto and pH thereof was adjusted to 2 with conc. aqueous ammonia. The precipitated crystals were collected by filtration, washed with water and ... The reactants are N[C@@H]1CCC=2N(C3=CC=CC=C3C2CC(=O)OCCC)C1 (Propyl [(7R)-7-amino-6,7,8,9-tetrahydropyrido[1,2-a]indol-10-yl]acetate), TEA, CC(C)(C)OC(=O)OC(=O)OC(C)(C)C (Boc2O). Solvent: CO (MeOH), CO (MeOH). Run at time 2 hour. The product is CN[C@@H]1CCC=2N(C3=CC=CC=C3C2CC(=O)OCCC)C1 (propyl [(7R)-7-(methylamino)-6,7,8,9-tetrahydropyrido[1,2-a]indol-10-yl]acetate). RXN SMILES: [NH2:1][C@H:2]1[CH2:21][N:6]2[C:7]3[C:12]([C:13]([CH2:14][C:15]([O:17][CH2:18][CH2:19][CH3:20])=[O:16])=[C:5]2[CH2:4][CH2:3]1)=[CH:11][CH:10]=[CH:9][CH:8]=3.[CH3:22]C(OC(OC(OC(C)(C)C)=O)=O)(C)C>CO>[CH3:22][NH:1][C@H:2]1[CH2:21][N:6]2[C:7]3[C:12]([C:13]([CH2:14][C:15]([O:17][CH2:18][CH2:19][CH3:20])=[O:16])=[C:5]2[CH2:4][CH2:3]1)=[CH:11][CH:10]=[CH:9][CH:8]=3. Procedure: Propyl [(7R)-7-amino-6,7,8,9-tetrahydropyrido[1,2-a]indol-10-yl]acetate (2.5 g) and TEA (1.4 mL) were dissolved in 87 mL MeOH. Boc2O (2.1 g) was added in 10 mL MeOH, and the mixture was stirred for 2 h. The solvent was removed and propyl {(7R)-7-[(tert-butoxycarbonyl)amino]-6,7,8,9-tetrahydropyrido[1,2-a]indol-10-yl}acetate was purified on silica gel (ethyl acetate/hexanes). Propyl {(7R)-7-[(tert-butoxycarbonyl)amino]-6,7,8,9-tetrahydropyrido[1,2-a]indol-10-yl}acetate (3.15 g) was dissolved in D...